This data is from the Open Reaction Database (ORD), a public repository of structured organic reaction records. The task is: describe an organic reaction: reactants, conditions, products, and yield Starting materials: C1(=CC=CC=C1)C1CCC(CC1)NCC1CCCCC1 (N-(4-phenylcyclohexyl)-N-cyclohexylmethylamine), N1=CC=CC=C1 (pyridine), C(C)C1=C(C(=CC=C1)CC)N=C=O (2,6-diethylphenylisocyanate), Cl (hydrochloric acid). Solvent: ClCCl (dichloromethane), ClCCl (dichloromethane). Yields the product C(C)C1=C(C(=CC=C1)CC)NC(=O)N(C1CCC(CC1)C1=CC=CC=C1)CC1CCCCC1 (N-(2,6-diethylphenyl)-N'-cyclohexylmethyl-N'-(4-phenylcyclohexyl)urea). Isolated yield 36.5%. As a reaction SMILES: [C:1]1([CH:7]2[CH2:12][CH2:11][CH:10]([NH:13][CH2:14][CH:15]3[CH2:20][CH2:19][CH2:18][CH2:17][CH2:16]3)[CH2:9][CH2:8]2)[CH:6]=[CH:5][CH:4]=[CH:3][CH:2]=1.N1C=CC=CC=1.[CH2:27]([C:29]1[CH:34]=[CH:33][CH:32]=[C:31]([CH2:35][CH3:36])[C:30]=1[N:37]=[C:38]=[O:39])[CH3:28].Cl>ClCCl>[CH2:27]([C:29]1[CH:34]=[CH:33][CH:32]=[C:31]([CH2:35][CH3:36])[C:30]=1[NH:37][C:38]([N:13]([CH2:14][CH:15]1[CH2:16][CH2:17][CH2:18][CH2:19][CH2:20]1)[CH:10]1[CH2:9][CH2:8][CH:7]([C:1]2[CH:6]=[CH:5][CH:4]=[CH:3][CH:2]=2)[CH2:12][CH2:11]1)=[O:39])[CH3:28]. Reported procedure: To the solution of 2 g of N-(4-phenylcyclohexyl)-N-cyclohexylmethylamine in dichloromethane was added 2 ml of pyridine and to the mixture was added a solution of 1.6 g of 2,6-diethylphenylisocyanate in 30 ml of dichloromethane dropwise. After the mixture was stirred at room temperature, to the solution was added diluted hydrochloric acid and extracted with ethyl acetate. The extract was washed with water, aqueous sodium hydrogencarbonate solution and saturated brine and then dried over magnesium... Starting materials: C(C(C)C)(=O)OCC (Ethyl isobutyrate), C(C#C)Br (Propargyl bromide), C(C)(C)NC(C)C (Diisopropylamine), C(CCC)[Li] (n-Butyllithium). Run in C1CCOC1 (THF), CN(C)P(=O)(N(C)C)N(C)C (HMPA), C1CCOC1 (THF). Run at temperature 0 celsius, time 30 minute. Product: C(C)OC(C(CC#C)(C)C)=O (2,2-Dimethyl-pent-4-ynoic acid ethyl ester). RXN SMILES: C(N[CH:5]([CH3:7])[CH3:6])(C)C.[CH2:8]([Li])[CH2:9][CH2:10]C.[C:13]([O:18][CH2:19][CH3:20])(=[O:17])C(C)C.C(Br)C#C>C1COCC1.CN(P(N(C)C)(N(C)C)=O)C>[CH2:19]([O:18][C:13](=[O:17])[C:5]([CH3:6])([CH3:7])[CH2:10][C:9]#[CH:8])[CH3:20]. Procedure: Diisopropylamine (45.9 mL, 0.33 mol) was dissolved in THF (300 mL) and cooled to 0° C. under N2. n-Butyllithium (131.0 mL, 0.33 mol) was added dropwise over 30 minutes, the mixture was stirred at 0° C. for an additional 30 minutes, and then cooled to −78° C. Ethyl isobutyrate (40 mL, 0.30 mol) was added dropwise in THF (30 mL) and the mixture was stirred at −78° C. for 1 hour. Propargyl bromide (36.4 mL, 0.33 mol) was added dropwise in HMPA (60 mL). The mixture was stirred at −78° C. for 1 hour ... Reactants: CN(CC=1C=NC2=C(N1)C(=NC(=N2)N)N)C=3C=CC(=CC3)C(=O)N[C@@H](CCC(=O)O)C(=O)O (methotrexate), OC(C(C)=O)O (dihydroxyacetone), ( a ), Cl.NC1=C(C(=NC(=N1)N)N)N (tetraaminopyrimidinehydrochloride). Solvent: O (water). Yields the product NC1=NC2=NC(=C(N=C2C(=N1)N)O)C (2,4-diamino-6-hydroxy-methylpteridine). As a reaction SMILES: CN(C1C=[CH:18][C:19]([C:22](N[C@H](C(O)=O)CCC(O)=O)=[O:23])=CC=1)CC1C=NC2N=C(N)N=C(N)C=2N=1.Cl.[NH2:35][C:36]1[N:41]=[C:40]([NH2:42])[N:39]=[C:38]([NH2:43])[C:37]=1[NH2:44].OC(O)C(=O)C>O>[NH2:42][C:40]1[N:41]=[C:36]([NH2:35])[C:37]2[C:38](=[N:43][C:19]([CH3:18])=[C:22]([OH:23])[N:44]=2)[N:39]=1 |f:1.2|. Reported procedure: The well-known Ellard process is exemplified by U.S. Pat. No. 4,080,325 Ellard and claim 1 of the patent sets out the steps for preparing methotrexate as follows: (a) reacting tetraaminopyrimidinehydrochloride with dihydroxyacetone in the presence of air and water and at a pH in the range of 5.5±0.2 to give 2,4-diamino-6-hydroxy-methylpteridine; (b) converting the 2,4-diamino-6-hydroxy-methylpteridine to the hydrobromide salt, namely, 2,4-diamino-6-hydroxymethylpteridine hydrobromide salt; (c) r...